This data is from the Open Reaction Database (ORD), a public repository of structured organic reaction records. The task is: describe an organic reaction: reactants, conditions, products, and yield The reactants are CCOC(=O)c1nc2n(c(=O)c1OCc1ccccc1)CCN2CCO, CCOC(C)=O, CCO, [H][H]. Yields the product CCOC(=O)c1nc2n(c(=O)c1O)CCN2CCO. RXN SMILES: [CH2:1]([c:2]1[cH:3][cH:4][cH:5][cH:6][cH:7]1)[O:8][c:9]1[c:10]([C:22](=[O:23])[O:24][CH2:25][CH3:26])[n:11][c:12]2[n:13]([c:14]1=[O:15])[CH2:16][CH2:17][N:18]2[CH2:19][CH2:20][OH:21].[CH3:29][CH2:30][O:31][C:32](=[O:33])[CH3:34].[CH3:35][CH2:36][OH:37].[H:27][H:28]>>[OH:8][c:9]1[c:10]([C:22](=[O:23])[O:24][CH2:25][CH3:26])[n:11][c:12]2[n:13]([c:14]1=[O:15])[CH2:16][CH2:17][N:18]2[CH2:19][CH2:20][OH:21]. Reactants: CN1N=C2C=C(C=CC2=C1)NC(=O)C1=C(C=CC=C1)NCC1=CC(=NC=C1)NC(=O)N1CCC(CC1)=O (4-oxo-piperidine-1-carboxylic acid (4-{[2-(2-methyl-2H-indazol-6-ylcarbamoyl)-phenylamino]-methyl}-pyridin-2-yl)-amide), [BH4-].[Na+] (sodium borohydride). Solvent: CCO (EtOH). Run at time 1 hour. Yields the product CN1N=C2C=C(C=CC2=C1)NC(=O)C1=C(C=CC=C1)NCC1=CC(=NC=C1)NC(=O)N1CCC(CC1)O (4-hydroxy-piperidine-1-carboxylic acid (4-{[2-(2-methyl-2H-indazol-6-ylcarbamoyl)-phenylamino]-methyl}-pyridin-2-yl)-amide). Isolated yield 78.1%. RXN SMILES: [CH3:1][N:2]1[CH:10]=[C:9]2[C:4]([CH:5]=[C:6]([NH:11][C:12]([C:14]3[CH:19]=[CH:18][CH:17]=[CH:16][C:15]=3[NH:20][CH2:21][C:22]3[CH:27]=[CH:26][N:25]=[C:24]([NH:28][C:29]([N:31]4[CH2:36][CH2:35][C:34](=[O:37])[CH2:33][CH2:32]4)=[O:30])[CH:23]=3)=[O:13])[CH:7]=[CH:8]2)=[N:3]1.[BH4-].[Na+]>CCO>[CH3:1][N:2]1[CH:10]=[C:9]2[C:4]([CH:5]=[C:6]([NH:11][C:12]([C:14]3[CH:19]=[CH:18][CH:17]=[CH:16][C:15]=3[NH:20][CH2:21][C:22]3[CH:27]=[CH:26][N:25]=[C:24]([NH:28][C:29]([N:31]4[CH2:36][CH2:35][CH:34]([OH:37])[CH2:33][CH2:32]4)=[O:30])[CH:23]=3)=[O:13])[CH:7]=[CH:8]2)=[N:3]1 |f:1.2|. Reported procedure: 4-oxo-piperidine-1-carboxylic acid (4-{[2-(2-methyl-2H-indazol-6-ylcarbamoyl)-phenylamino]-methyl}-pyridin-2-yl)-amide (50 mg, 0.1 mmol) in absolute EtOH, at 4° C. was treated with sodium borohydride (4 mg, 0.1 mmol). The reaction was warmed to rt and stirred for 1 hour before the reaction was partitioned between EtOAc and water. The organic phase was washed with brine, dried, filtered and concentrated in vacuo to give 4-hydroxy-piperidine-1-carboxylic acid (4-{[2-(2-methyl-2H-indazol-6-ylcarbam... Reactants: C(=S)(N1C=NC=C1)N1C=NC=C1 (1,1'-thiocarbonyldiimidazole), COC1=C(CCN)C=CC=C1 (2-methoxyphenethylamine). Run in C(C)#N (acetonitrile). The product is COC1=C(C=CC=C1)CCNC(=S)N1C=NC=C1 (1-(2-[2-methoxyphenyl]ethyl)thiocarbamoyl imidazole). Isolated yield 53.6%. Reaction SMILES: [C:1]([N:8]1[CH:12]=[CH:11]N=C1)([N:3]1[CH:7]=[CH:6][N:5]=[CH:4]1)=[S:2].[CH3:13][O:14][C:15]1[CH:23]=[CH:22][CH:21]=[CH:20][C:16]=1CCN>C(#N)C>[CH3:13][O:14][C:15]1[CH:23]=[CH:22][CH:21]=[CH:20][C:16]=1[CH2:11][CH2:12][NH:8][C:1]([N:3]1[CH:7]=[CH:6][N:5]=[CH:4]1)=[S:2]. Procedure details: A solution of 1,1'-thiocarbonyldiimidazole (1.78 g, 10 mmol) and 2-methoxyphenethylamine (1.51 g, 10 mmol) in acetonitrile (25 mL) was stirred at room temperature for 20 h. The resulting precipitate was collected by filtration to provide 1.40 g (53%) of the titled product: